From a dataset of the Open Reaction Database (ORD), a public repository of structured organic reaction records. describe an organic reaction: reactants, conditions, products, and yield Starting materials: C(C)OC=1C2=C(N=C(N1)N1CCNCC1)C1=C(S2)N=C(C=C1C(F)(F)F)C1=CC=C(C=C1)I (4-ethoxy-9-trifluoromethyl-7-(4-iodo-phenyl)-2-piperazin-1-yl-pyrido[3′,2′:4,5]thieno[3,2-d]pyrimidine), N1N=CC=C1 (pyrazole), potassiumphosphate-tribasic, CN[C@H]1[C@@H](CCCC1)NC ((1R,2R)—N,N′-dimethyl-1,2-cyclohexanediamine). The reagents and catalysts are [Cu]I (copper(I)-iodide). The solvent is CN(C=O)C (N,N-dimethylformamide). Product: C(C)OC=1C2=C(N=C(N1)N1CCNCC1)C1=C(S2)N=C(C=C1C(F)(F)F)C1=CC=C(C=C1)N1N=CC=C1 (4-Ethoxy-9-trifluoromethyl-2-piperazin-1-yl-7-(4-(1H-pyrazol-1-yl)-phenyl)-pyrido-[3′,2′:4,5]thieno[3,2-d]pyrimidine). RXN SMILES: [CH2:1]([O:3][C:4]1[C:5]2[S:18][C:17]3[N:19]=[C:20]([C:27]4[CH:32]=[CH:31][C:30](I)=[CH:29][CH:28]=4)[CH:21]=[C:22]([C:23]([F:26])([F:25])[F:24])[C:16]=3[C:6]=2[N:7]=[C:8]([N:10]2[CH2:15][CH2:14][NH:13][CH2:12][CH2:11]2)[N:9]=1)[CH3:2].[NH:34]1[CH:38]=[CH:37][CH:36]=[N:35]1.CN[C@@H]1CCCC[C@H]1NC>CN(C)C=O.[Cu]I>[CH2:1]([O:3][C:4]1[C:5]2[S:18][C:17]3[N:19]=[C:20]([C:27]4[CH:32]=[CH:31][C:30]([N:34]5[CH:38]=[CH:37][CH:36]=[N:35]5)=[CH:29][CH:28]=4)[CH:21]=[C:22]([C:23]([F:26])([F:25])[F:24])[C:16]=3[C:6]=2[N:7]=[C:8]([N:10]2[CH2:15][CH2:14][NH:13][CH2:12][CH2:11]2)[N:9]=1)[CH3:2]. Reported procedure: 0.30 g (0.5 mmol) 4-ethoxy-9-trifluoromethyl-7-(4-iodo-phenyl)-2-piperazin-1-yl-pyrido[3′,2′:4,5]thieno[3,2-d]pyrimidine, 0.14 g (2.1 mmol) pyrazole, 0.22 g (1.0 mmol) potassiumphosphate-tribasic, 0.06 g (0.3 mmol) copper(I)-iodide and 0.014 g (0.1 mmol) (1R,2R)—N,N′-dimethyl-1,2-cyclohexanediamine in 5 ml N,N-dimethylformamide (dry) are stirred at 110° C. under nitrogen atmosphere for 24 h. The solvent is removed in vacuo and the residue is suspended in 20 ml water, sucked off, washed with 100 ... Starting materials: CC(C)c1nc(C(F)(F)F)ccc1C=CC(=O)O, Cl, CC(N)c1ccc(NS(C)(=O)=O)c(F)c1. The product is CC(C)c1nc(C(F)(F)F)ccc1C=CC(=O)NC(C)c1ccc(NS(C)(=O)=O)c(F)c1. RXN SMILES: [CH:17]([CH3:18])([CH3:19])[c:20]1[n:21][c:22]([C:31]([F:32])([F:33])[F:34])[cH:23][cH:24][c:25]1[CH:26]=[CH:27][C:28](=[O:29])[OH:30].[ClH:16].[NH2:1][CH:2]([CH3:3])[c:4]1[cH:5][c:6]([F:15])[c:7]([NH:10][S:11](=[O:12])(=[O:13])[CH3:14])[cH:8][cH:9]1>>[NH:1]([CH:2]([CH3:3])[c:4]1[cH:5][c:6]([F:15])[c:7]([NH:10][S:11](=[O:12])(=[O:13])[CH3:14])[cH:8][cH:9]1)[C:28]([CH:27]=[CH:26][c:25]1[c:20]([CH:17]([CH3:18])[CH3:19])[n:21][c:22]([C:31]([F:32])([F:33])[F:34])[cH:23][cH:24]1)=[O:29]. The reactants are CN(C)CC1=CC2=C(CN(CC2)C(C2=CC=C(C=C2)C(C2=C(C=CC=C2)OC)=O)=O)O1 (N,N-Dimethyl-[6-[4-(2-methoxybenzoyl)benzoyl]-4,5,6,7-tetrahydrofuro[2,3-c]pyridin-2-ylmethyl]amine), Cl (hydrogen chloride). The solvent is CO (methanol), C(C)(=O)OCC (ethyl acetate). Yields the product Cl.CN(C)CC1=CC2=C(CN(CC2)C(C2=CC=C(C=C2)C(C2=C(C=CC=C2)OC)=O)=O)O1 (N,N-dimethyl-[6-[4-(2-methoxybenzoyl)benzoyl]-4,5,6,7-tetrahydrofuro[2,3-c]pyridin-2-ylmethyl]amine hydrochloride). RXN SMILES: [CH3:1][N:2]([CH2:4][C:5]1[O:31][C:8]2[CH2:9][N:10]([C:13](=[O:30])[C:14]3[CH:19]=[CH:18][C:17]([C:20](=[O:29])[C:21]4[CH:26]=[CH:25][CH:24]=[CH:23][C:22]=4[O:27][CH3:28])=[CH:16][CH:15]=3)[CH2:11][CH2:12][C:7]=2[CH:6]=1)[CH3:3].[ClH:32]>CO.C(OCC)(=O)C>[ClH:32].[CH3:1][N:2]([CH2:4][C:5]1[O:31][C:8]2[CH2:9][N:10]([C:13](=[O:30])[C:14]3[CH:15]=[CH:16][C:17]([C:20](=[O:29])[C:21]4[CH:26]=[CH:25][CH:24]=[CH:23][C:22]=4[O:27][CH3:28])=[CH:18][CH:19]=3)[CH2:11][CH2:12][C:7]=2[CH:6]=1)[CH3:3] |f:4.5|. Reported procedure: N,N-Dimethyl-[6-[4-(2-methoxybenzoyl)benzoyl]-4,5,6,7-tetrahydrofuro[2,3-c]pyridin-2-ylmethyl]amine 0.215 g was dissolved in 2 ml of methanol; hydrogen chloride in ethyl acetate was added in excess, followed by stirring. This mixture was then concentrated; the resulting solid was washed with diethyl ether to yield the desired product. The reactants are CC(C)[Si](OCc1cc2cc(C(O)(C(F)(F)F)C(F)(F)F)ccc2n1Cc1ccccc1)(C(C)C)C(C)C, CO. Product: Cc1cc2cc(C(O)(C(F)(F)F)C(F)(F)F)ccc2n1Cc1ccccc1. RXN SMILES: [CH2:1]([c:2]1[cH:3][cH:4][cH:5][cH:6][cH:7]1)[n:8]1[c:9]([CH2:27][O:28][Si:29]([CH:30]([CH3:31])[CH3:32])([CH:33]([CH3:34])[CH3:35])[CH:36]([CH3:37])[CH3:38])[cH:10][c:11]2[cH:12][c:13]([C:17]([C:18]([F:19])([F:20])[F:21])([C:22]([F:23])([F:24])[F:25])[OH:26])[cH:14][cH:15][c:16]12.[CH3:39][OH:40]>>[CH2:1]([c:2]1[cH:3][cH:4][cH:5][cH:6][cH:7]1)[n:8]1[c:9]([CH3:27])[cH:10][c:11]2[cH:12][c:13]([C:17]([C:18]([F:19])([F:20])[F:21])([C:22]([F:23])([F:24])[F:25])[OH:26])[cH:14][cH:15][c:16]12. Reactants: N1C(=CC2=CC=CC=C12)C1=NNC2=CC=C(C=C12)O (3-(1H-indol-2-yl)-1H-indazol-5-ol), N12CCCCCC2=NCCC1 (1,8-diazabicyclo[5.4.0]undec-7-ene), [N+](=O)([O-])C1=CC=C(C=C1)OP(=O)(C1=CC=CC=C1)C (methylphenylphosphinic acid 4-nitrophenyl ester). Solvent: ClCCl (dichloromethane), ClCCl (dichloromethane). Conditions: time 8 hour. The product is N1C(=CC2=CC=CC=C12)C1=NNC2=CC=C(C=C12)OP(=O)(C1=CC=CC=C1)C (methylphenylphosphinic acid 3-(1H-indol-2-yl)-1H-indazol-5-yl ester). Reaction SMILES: [N+:1]([C:4]1[CH:9]=[CH:8][C:7]([O:10][P:11]([CH3:19])([C:13]2[CH:18]=[CH:17][CH:16]=[CH:15][CH:14]=2)=[O:12])=[CH:6][CH:5]=1)([O-])=O.[NH:20]1[C:28]2[C:23](=[CH:24][CH:25]=[CH:26][CH:27]=2)[CH:22]=[C:21]1[C:29]1C2C(=CC=C(O)C=2)N[N:30]=1.N12CCCN=C1CCCCC2>ClCCl>[NH:20]1[C:28]2[C:23](=[CH:24][CH:25]=[CH:26][CH:27]=2)[CH:22]=[C:21]1[C:29]1[C:9]2[C:4](=[CH:5][CH:6]=[C:7]([O:10][P:11]([CH3:19])([C:13]3[CH:18]=[CH:17][CH:16]=[CH:15][CH:14]=3)=[O:12])[CH:8]=2)[NH:1][N:30]=1. Procedure: A solution of 497 mg of 50%-pure methylphenylphosphinic acid 4-nitrophenyl ester in 8 ml of dichloromethane is stirred at ambient temperature. A suspension of 403 mg of 3-(1H-indol-2-yl)-1H-indazol-5-ol and 268 μl of 1,8-diazabicyclo[5.4.0]undec-7-ene in 12 ml of dichloromethane is added dropwise. The reaction medium is stirred at ambient temperature overnight and then evaporated to dryness under reduced pressure in a rotary evaporator. The reaction crude is purified by flash chromatography on a... The reactants are CN(C)C(=O)CN1CCNCC1, COc1ccc(C2=NC(c3ccc(Cl)cc3)C(c3ccc(Cl)cc3)N2C(=O)Cl)c(OC(C)C)c1. Yields the product COc1ccc(C2=NC(c3ccc(Cl)cc3)C(c3ccc(Cl)cc3)N2C(=O)N2CCN(CC(=O)N(C)C)CC2)c(OC(C)C)c1. As a reaction SMILES: [CH3:35][N:36]([C:37]([CH2:38][N:39]1[CH2:40][CH2:41][NH:42][CH2:43][CH2:44]1)=[O:45])[CH3:46].[Cl:1][c:2]1[cH:3][cH:4][c:5]([CH:8]2[N:9]=[C:10]([c:23]3[c:24]([O:31][CH:32]([CH3:33])[CH3:34])[cH:25][c:26]([O:29][CH3:30])[cH:27][cH:28]3)[N:11]([C:20](=[O:21])[Cl:22])[CH:12]2[c:13]2[cH:14][cH:15][c:16]([Cl:19])[cH:17][cH:18]2)[cH:6][cH:7]1>>[Cl:1][c:2]1[cH:3][cH:4][c:5]([CH:8]2[N:9]=[C:10]([c:23]3[c:24]([O:31][CH:32]([CH3:33])[CH3:34])[cH:25][c:26]([O:29][CH3:30])[cH:27][cH:28]3)[N:11]([C:20](=[O:21])[N:42]3[CH2:41][CH2:40][N:39]([CH2:38][C:37]([N:36]([CH3:35])[CH3:46])=[O:45])[CH2:44][CH2:43]3)[CH:12]2[c:13]2[cH:14][cH:15][c:16]([Cl:19])[cH:17][cH:18]2)[cH:6][cH:7]1. RXN SMILES: [C:22](=[O:23])([O-:24])[O-:25].[CH3:28][O:29][CH3:30].[Cl:1][c:2]1[n:3][cH:4][cH:5][cH:6][c:7]1[C:8]([F:9])([F:10])[F:11].[Na+:26].[Na+:27].[c:12]1([CH3:21])[cH:13][cH:14][c:15]([B:18]([OH:19])[OH:20])[cH:16][cH:17]1.[cH:31]1[cH:32][cH:33][c:34]([P:35]([Pd:36]([P:37]([c:38]2[cH:39][cH:40][cH:41][cH:42][cH:43]2)([c:44]2[cH:45][cH:46][cH:47][cH:48][cH:49]2)[c:50]2[cH:51][cH:52][cH:53][cH:54][cH:55]2)([P:56]([c:57]2[cH:58][cH:59][cH:60][cH:61][cH:62]2)([c:63]2[cH:64][cH:65][cH:66][cH:67][cH:68]2)[c:69]2[cH:70][cH:71][cH:72][cH:73][cH:74]2)[P:75]([c:76]2[cH:77][cH:78][cH:79][cH:80][cH:81]2)([c:82]2[cH:83][cH:84][cH:85][cH:86][cH:87]2)[c:88]2[cH:89][cH:90][cH:91][cH:92][cH:93]2)([c:94]2[cH:95][cH:96][cH:97][cH:98][cH:99]2)[c:100]2[cH:101][cH:102][cH:103][cH:104][cH:105]2)[cH:106][cH:107]1>>[c:2]1(-[c:15]2[cH:14][cH:13][c:12]([CH3:21])[cH:17][cH:16]2)[n:3][cH:4][cH:5][cH:6][c:7]1[C:8]([F:9])([F:10])[F:11]. Yields the product Cc1ccc(-c2ncccc2C(F)(F)F)cc1. Reactants: O=C([O-])[O-], COC, FC(F)(F)c1cccnc1Cl, [Na+], [Na+], Cc1ccc(B(O)O)cc1, c1ccc(P(c2ccccc2)(c2ccccc2)[Pd](P(c2ccccc2)(c2ccccc2)c2ccccc2)(P(c2ccccc2)(c2ccccc2)c2ccccc2)P(c2ccccc2)(c2ccccc2)c2ccccc2)cc1. The reactants are ClC1=C(OC=2C=C(CO)C(=CC2)[N+](=O)[O-])C=CC(=C1)C(F)(F)F (3-(2'-chloro-4'-trifluoromethylphenoxy)-6-nitrobenzyl alcohol), C1(=CC=CC=C1)C (toluene), S(=O)(Cl)Cl (thionyl chloride). The solvent is N1=CC=CC=C1 (pyridine). Conditions: temperature 110 celsius, time 2 hour. Product: ClC1=C(OC=2C=C(CCl)C(=CC2)[N+](=O)[O-])C=CC(=C1)C(F)(F)F (3-(2'-chloro-4'-trifluoromethylphenoxy)-6-nitrobenzyl chloride). The yield is 88.0%. Reaction SMILES: [Cl:1][C:2]1[CH:19]=[C:18]([C:20]([F:23])([F:22])[F:21])[CH:17]=[CH:16][C:3]=1[O:4][C:5]1[CH:6]=[C:7]([C:10]([N+:13]([O-:15])=[O:14])=[CH:11][CH:12]=1)[CH2:8]O.C1(C)C=CC=CC=1.S(Cl)([Cl:33])=O>N1C=CC=CC=1>[Cl:1][C:2]1[CH:19]=[C:18]([C:20]([F:23])([F:22])[F:21])[CH:17]=[CH:16][C:3]=1[O:4][C:5]1[CH:6]=[C:7]([C:10]([N+:13]([O-:15])=[O:14])=[CH:11][CH:12]=1)[CH2:8][Cl:33]. Reported procedure: 34.8 parts by weight of 3-(2'-chloro-4'-trifluoromethylphenoxy)-6-nitrobenzyl alcohol were suspended in 200 parts by volume of absolute toluene, 8 parts by weight of pyridine were added, and 13.1 parts by weight of thionyl chloride were added dropwise at 0° C. Thereafter the reaction mixture was stirred for a further 2 hours at 110° C., was cooled, and was extracted with 75 parts by volume of 3N hydrochloric acid and with five times 250 parts by volume of water. The organic phase was separated o... Starting materials: C1(CC1)NC1=CC(=NC=2N1N=CC2C=O)C2=CC=C(S2)C(=O)NCCCOC (5-(7-(cyclopropylamino)-3-formylpyrazolo[1,5-a]pyrimidin-5-yl)-N-(3-methoxypropyl)thiophene-2-carboxamide), N1CCCCC1 (piperidine), N1C(=O)NC(=O)C1 (hydantoin). Run in CCO (EtOH). Run at temperature 85 celsius, time 3 hour. Yields the product C1(CC1)NC1=CC(=NC=2N1N=CC2C=C2NC(NC2=O)=O)C2=CC=C(S2)C(=O)NCCCOC (5-(7-(cyclopropylamino)-3-((2,5-dioxoimidazolidin-4-ylidene)methyl)pyrazolo[1,5-a]pyrimidin-5-yl)-N-(3-methoxypropyl)thiophene-2-carboxamide). Reaction SMILES: [CH:1]1([NH:4][C:5]2[N:10]3[N:11]=[CH:12][C:13]([CH:14]=O)=[C:9]3[N:8]=[C:7]([C:16]3[S:20][C:19]([C:21]([NH:23][CH2:24][CH2:25][CH2:26][O:27][CH3:28])=[O:22])=[CH:18][CH:17]=3)[CH:6]=2)[CH2:3][CH2:2]1.N1CCCCC1.[NH:35]1[CH2:41][C:39](=[O:40])[NH:38][C:36]1=[O:37]>CCO>[CH:1]1([NH:4][C:5]2[N:10]3[N:11]=[CH:12][C:13]([CH:14]=[C:41]4[C:39](=[O:40])[NH:38][C:36](=[O:37])[NH:35]4)=[C:9]3[N:8]=[C:7]([C:16]3[S:20][C:19]([C:21]([NH:23][CH2:24][CH2:25][CH2:26][O:27][CH3:28])=[O:22])=[CH:18][CH:17]=3)[CH:6]=2)[CH2:3][CH2:2]1. Procedure: To 5-(7-(cyclopropylamino)-3-formylpyrazolo[1,5-a]pyrimidin-5-yl)-N-(3-methoxypropyl)thiophene-2-carboxamide (30 mg, 0.075 mmol) in EtOH (1 mL) was added piperidine (20 μL, 0.150 mmol), and hydantoin (10 mg, 0.075 mmol). The reaction mixture was stirred at 85° C. for 3 hours. The solid formed was isolated by filtration to provide 5-(7-(cyclopropylamino)-3-((2,5-dioxoimidazolidin-4-ylidene)methyl)pyrazolo[1,5-a]pyrimidin-5-yl)-N-(3-methoxypropyl)thiophene-2-carboxamide. LCMS (M+1=482)